This data is from the Open Reaction Database (ORD), a public repository of structured organic reaction records. The task is: describe an organic reaction: reactants, conditions, products, and yield Reactants: [N+](=O)([O-])C1=CC=C(CC2NCC(N(CC(NCCNC2=O)=O)C(C(F)(F)F)=O)=O)C=C1 (2-(4-nitrobenzyl)-3,8,11-trioxo-N-trifluoroacetyl-1,4,7,10-tetraazacyclododecane), [OH-].[Na+] (sodium hydroxide). Product: triamide, [N+](=O)([O-])C1=CC=C(CC2NCC(NCC(NCCNC2=O)=O)=O)C=C1 (2-(4-nitrobenzyl)-3,8,11-trioxo-1,4,7,10-tetraazacyclododecane). Reaction SMILES: [N+:1]([C:4]1[CH:31]=[CH:30][C:7]([CH2:8][CH:9]2[C:20](=[O:21])[NH:19][CH2:18][CH2:17][NH:16][C:15](=[O:22])[CH2:14][N:13](C(=O)C(F)(F)F)[C:12](=[O:29])[CH2:11][NH:10]2)=[CH:6][CH:5]=1)([O-:3])=[O:2].[OH-].[Na+]>>[N+:1]([C:4]1[CH:31]=[CH:30][C:7]([CH2:8][CH:9]2[C:20](=[O:21])[NH:19][CH2:18][CH2:17][NH:16][C:15](=[O:22])[CH2:14][NH:13][C:12](=[O:29])[CH2:11][NH:10]2)=[CH:6][CH:5]=1)([O-:3])=[O:2] |f:1.2|. Reported procedure: The aforementioned free amino acylation affords 3-(4-nitrophenyl)-2-hydroxy-N-(trifluoroacetylglycylglycyl-2-aminoethyl)propionamide. The hydroxyl group of 3-(4-nitrophenyl)-2-hydroxy-N-(trifluoroacetylglycylglycyl-2-aminoethyl)propionamide is tosylated with TsCl in pyridine to give 3-(4-nitrophenyl)-2-(p-toluenesulfonyl)-oxy-N-(trifluoroacetylglycylglycyl-2-aminoethyl)-propionamide. The trifluoroacetylamide group of 3-(5-nitrophenyl)-2-(p-toluenesulfonyl)-oxy-N-(trifluoroacetylglycylglycyl-2-am... The reactants are C(#N)C1=C(OCC(CNC(CO)(C)C)O)C=CC=C1 (1-(2'-cyano-phenoxy)-2-hydroxy-3-[(1",1"-dimethyl-2"-hydroxy-ethyl)-amino]-propane), Cl (hydrochloric acid), OO (hydrogen peroxide), peroxide. The solvent is CCOCC (ether). Reaction conditions: temperature 45 celsius, time 30 minute. Yields the product C(#N)C1=C(OCC(CNC(CO)(C)C)O)C=CC(=C1)Cl (1-(2'-Cyano-4'-chloro-phenoxy)-2-hydroxy-3-[(1",1"-dimethyl-2"-hydroxy-ethyl)-amino]-propane). RXN SMILES: [C:1]([C:3]1[CH:19]=[CH:18][CH:17]=[CH:16][C:4]=1[O:5][CH2:6][CH:7]([OH:15])[CH2:8][NH:9][C:10]([CH3:14])([CH3:13])[CH2:11][OH:12])#[N:2].OO.[ClH:22]>CCOCC>[C:1]([C:3]1[CH:19]=[C:18]([Cl:22])[CH:17]=[CH:16][C:4]=1[O:5][CH2:6][CH:7]([OH:15])[CH2:8][NH:9][C:10]([CH3:14])([CH3:13])[CH2:11][OH:12])#[N:2]. Reported procedure: 9.7 gm (about 0.037 mol) of 1-(2'-cyano-phenoxy)-2-hydroxy-3-[(1",1"-dimethyl-2"-hydroxy-ethyl)-amino]-propane, prepared as in Example 1, were dissolved in 75 ml of concentrated hydrochloric acid, the solution was heated to 45°C., and then 4.7 gm of an aqueous 30% hydrogen peroxide solution (about 0.038 H2 02) were added dropwise. A strong exothermic reaction ensued, and the temperature of the reaction mixture was kept at 65°C. by exterior cooling. After all of the peroxide had been added, the r... Starting materials: [BH4-].[Li+].O1CCCC1 (lithium borohydride tetrahydrofuran), C(C)(C)(C)OC(=O)N(C(CCC(=O)OC)C1=CC(=CC=C1)NC(=O)OCC=C)C1=NC(=CC(=C1)N1CCOCC1)CSC=1SC(=NN1)CC (2-[N-tert-butoxycarbonyl-N-{3-methoxycarbonyl-1-[3-(2-propenyloxycarbonylamino)phenyl]propyl}amino]-6-(5-ethyl-1,3,4-thiadiazol-2-ylthiomethyl)-4-morpholinopyridine), compound. The solvent is C(C)(=O)OCC (ethyl acetate), O1CCCC1 (tetrahydrofuran). Reaction conditions: time 15 hour. Yields the product C(C)(C)(C)OC(=O)N(C(CCCO)C1=CC(=CC=C1)NC(=O)OCC=C)C1=NC(=CC(=C1)N1CCOCC1)CSC=1SC(=NN1)CC (2-[N-tert-butoxycarbonyl-N-{4-hydroxy-1-[3-(2-propenyloxycarbonylamino)phenyl]butyl}amino]-6-(5-ethyl-1,3,4-thiadiazol-2-ylthiomethyl)-4-morpholinopyridine). Reaction SMILES: [C:1]([O:5][C:6]([N:8]([C:29]1[CH:34]=[C:33]([N:35]2[CH2:40][CH2:39][O:38][CH2:37][CH2:36]2)[CH:32]=[C:31]([CH2:41][S:42][C:43]2[S:44][C:45]([CH2:48][CH3:49])=[N:46][N:47]=2)[N:30]=1)[CH:9]([C:16]1[CH:21]=[CH:20][CH:19]=[C:18]([NH:22][C:23]([O:25][CH2:26][CH:27]=[CH2:28])=[O:24])[CH:17]=1)[CH2:10][CH2:11][C:12](OC)=[O:13])=[O:7])([CH3:4])([CH3:3])[CH3:2].[BH4-].[Li+].O1CCCC1>O1CCCC1.C(OCC)(=O)C>[C:1]([O:5][C:6]([N:8]([C:29]1[CH:34]=[C:33]([N:35]2[CH2:40][CH2:39][O:38][CH2:37][CH2:36]2)[CH:32]=[C:31]([CH2:41][S:42][C:43]2[S:44][C:45]([CH2:48][CH3:49])=[N:46][N:47]=2)[N:30]=1)[CH:9]([C:16]1[CH:21]=[CH:20][CH:19]=[C:18]([NH:22][C:23]([O:25][CH2:26][CH:27]=[CH2:28])=[O:24])[CH:17]=1)[CH2:10][CH2:11][CH2:12][OH:13])=[O:7])([CH3:4])([CH3:2])[CH3:3] |f:1.2.3|. Reported procedure: 2-[N-tert-butoxycarbonyl-N-{3-methoxycarbonyl-1-[3-(2-propenyloxycarbonylamino)phenyl]propyl}amino]-6-(5-ethyl-1,3,4-thiadiazol-2-ylthiomethyl)-4-morpholinopyridine (100 mg) obtained in Example 138-(2) was dissolved in tetrahydrofuran (3 ml), and a 2 M lithium borohydride-tetrahydrofuran solution (0.1 ml) was added thereto, followed by stirring at room temperature for 15 hours. The reaction solution was diluted with ethyl acetate, washed with a saturated sodium chloride aqueous solution and then... The reactants are N1=CC=C(C=C1)CC1(C(N(C2=CC=CC=C12)C1=CC=CC=C1)=O)CC1=CC=NC=C1 (3,3-Bis(4-pyridylmethyl)-1-phenylindolin-2-one), C(C)(C)O (isopropanol), C1(=C(C(=C(C(=C1F)F)F)N)F)N.Cl.Cl (dihydrochloride), Cl (hydrochloric acid). The solvent is C(C)O (ethanol), CC(=O)C (acetone). Reaction conditions: time 8 hour. Product: Cl.Cl.N1=CC=C(C=C1)CC1(C(N(C2=CC=CC=C12)C1=CC=CC=C1)=O)CC1=CC=NC=C1 (3,3-Bis(4-pyridylmethyl)-1-phenylindolin-2-one dihydrochloride). The yield is 84.0%. RXN SMILES: [N:1]1[CH:6]=[CH:5][C:4]([CH2:7][C:8]2([CH2:24][C:25]3[CH:30]=[CH:29][N:28]=[CH:27][CH:26]=3)[C:16]3[C:11](=[CH:12][CH:13]=[CH:14][CH:15]=3)[N:10]([C:17]3[CH:22]=[CH:21][CH:20]=[CH:19][CH:18]=3)[C:9]2=[O:23])=[CH:3][CH:2]=1.C1(N)C(F)=C(F)C(F)=C(N)C=1F.[ClH:43].Cl.Cl.C(O)(C)C>C(O)C.CC(C)=O>[ClH:43].[ClH:43].[N:1]1[CH:2]=[CH:3][C:4]([CH2:7][C:8]2([CH2:24][C:25]3[CH:26]=[CH:27][N:28]=[CH:29][CH:30]=3)[C:16]3[C:11](=[CH:12][CH:13]=[CH:14][CH:15]=3)[N:10]([C:17]3[CH:22]=[CH:21][CH:20]=[CH:19][CH:18]=3)[C:9]2=[O:23])=[CH:5][CH:6]=1 |f:1.2.3,8.9.10|. Procedure details: 3,3-Bis(4-pyridylmethyl)-1-phenylindolin-2-one (19 g) was converted to the dihydrochloride by treatment with 40 ml 25% hydrochloric acid in ethanol. To the mixture was added 50 ml isopropanol and the solution was heated to boiling. Boiling acetone was added until thick needles just started to form (total volume of solvents: 200-250 ml). The solution was allowed to cool to room temperature, then allowed to stand overnight at 0°. The solid was filtered and washed with cold isopropanol to yield 19.... Reactants: CC(C)(C)OC(N(C)CCCN(C1=NC=CC=C1[N+](=O)[O-])C1=C(C=CC=C1)C(C1=CC=CC=C1)=O)=O ([3-[(2-Benzoylphenyl)(3-nitro-2-pyridinyl)amino]propyl]methyl carbamic acid 1,1-dimethylethyl ester), Cl (hydrochloric acid). Yields the product CNCCCN(C1=C(C=CC=C1)C(=O)C1=CC=CC=C1)C1=NC=CC=C1[N+](=O)[O-] ([2-[[3-(Methylamino)propyl](3-nitro-2-pyridinyl)amino]phenyl]phenylmethanone). RXN SMILES: CC(O[C:6](=O)[N:7]([CH2:9][CH2:10][CH2:11][N:12]([C:22]1[CH:27]=[CH:26][CH:25]=[CH:24][C:23]=1[C:28](=[O:35])[C:29]1[CH:34]=[CH:33][CH:32]=[CH:31][CH:30]=1)[C:13]1[C:18]([N+:19]([O-:21])=[O:20])=[CH:17][CH:16]=[CH:15][N:14]=1)C)(C)C.Cl>>[CH3:6][NH:7][CH2:9][CH2:10][CH2:11][N:12]([C:13]1[C:18]([N+:19]([O-:21])=[O:20])=[CH:17][CH:16]=[CH:15][N:14]=1)[C:22]1[CH:27]=[CH:26][CH:25]=[CH:24][C:23]=1[C:28]([C:29]1[CH:34]=[CH:33][CH:32]=[CH:31][CH:30]=1)=[O:35]. Procedure: [3-[(2-Benzoylphenyl)(3-nitro-2-pyridinyl)amino]propyl]methyl carbamic acid 1,1-dimethylethyl ester is hydrolyzed in an aqueous solution of hydrochloric acid to give the title compound. Starting materials: C(C)(C)(C)OC(=O)NC(C)C=1C(=C(C(=C(C1)Cl)C)C(CC(=O)OC)C[N+](=O)[O-])OC (methyl 3-(3-{1-[(tert-butoxycarbonyl)amino]ethyl}-5-chloro-2-methoxy-6-methylphenyl)-4-nitrobutanoate), [BH4-].[Na+] (sodium tetrahydroborate). Reagents/catalysts: O.O.O.O.O.O.[Ni](Cl)Cl (nickel chloride hexahydrate). Run in CO (methanol). Run at temperature 0 celsius, time 5 minute. The product is ClC=1C(=C(C(=C(C1)C(C)NC(OC(C)(C)C)=O)OC)C1CNC(C1)=O)C (tert-butyl {1-[5-chloro-2-methoxy-4-methyl-3-(5-oxopyrrolidin-3-yl)phenyl]ethyl}carbamate). As a reaction SMILES: [C:1]([O:5][C:6]([NH:8][CH:9]([C:11]1[C:12]([O:29][CH3:30])=[C:13]([CH:19]([CH2:25][N+:26]([O-])=O)[CH2:20][C:21]([O:23]C)=O)[C:14]([CH3:18])=[C:15]([Cl:17])[CH:16]=1)[CH3:10])=[O:7])([CH3:4])([CH3:3])[CH3:2].[BH4-].[Na+]>CO.O.O.O.O.O.O.[Ni](Cl)Cl>[Cl:17][C:15]1[C:14]([CH3:18])=[C:13]([CH:19]2[CH2:20][C:21](=[O:23])[NH:26][CH2:25]2)[C:12]([O:29][CH3:30])=[C:11]([CH:9]([NH:8][C:6](=[O:7])[O:5][C:1]([CH3:3])([CH3:4])[CH3:2])[CH3:10])[CH:16]=1 |f:1.2,4.5.6.7.8.9.10|. Procedure details: A solution of methyl 3-(3-{1-[(tert-butoxycarbonyl)amino]ethyl}-5-chloro-2-methoxy-6-methylphenyl)-4-nitrobutanoate (0.92 g, 2.1 mmol) in methanol (15 mL) was treated with nickel chloride hexahydrate (0.99 g, 4.1 mmol) and stirred for 5 minutes. The reaction mixture was cooled to 0° C. and treated with sodium tetrahydroborate (0.84 g, 22 mmol) in four portions. The ice bath was removed and the reaction mixture was stirred for 30 min and heated at 60° C. for 4.5 hours. The reaction mixture was di... Reactants: C=CCN(C)CCCCCCO, C1CCOC1, CC(=O)c1ccc(Cl)nc1, [H-], [Na+], O. The product is C=CCN(C)CCCCCCOc1ccc(C(C)=O)cn1. As a reaction SMILES: [CH2:1]([CH:2]=[CH2:3])[N:4]([CH2:5][CH2:6][CH2:7][CH2:8][CH2:9][CH2:10][OH:11])[CH3:12].[CH2:26]1[O:27][CH2:28][CH2:29][CH2:30]1.[Cl:15][c:16]1[cH:17][cH:18][c:19]([C:22]([CH3:23])=[O:24])[cH:20][n:21]1.[H-:14].[Na+:13].[OH2:25]>>[CH2:1]([CH:2]=[CH2:3])[N:4]([CH2:5][CH2:6][CH2:7][CH2:8][CH2:9][CH2:10][O:11][c:16]1[cH:17][cH:18][c:19]([C:22]([CH3:23])=[O:24])[cH:20][n:21]1)[CH3:12].